From a dataset of the Open Reaction Database (ORD), a public repository of structured organic reaction records. describe an organic reaction: reactants, conditions, products, and yield Procedure: A mixture of methyl 2-hydroxy-3-{[(2-nitrophenyl)sulfonyl]amino}propanoate (1.1 g), cesium carbonate (1.4 g), methyl iodide (0.3 mL) and N,N-dimethylformamide (10 mL) was stirred overnight at room temperature. The reaction mixture was poured into water, and the mixture was extracted with ethyl acetate. The organic layer was washed with saturated brine, and dried over magnesium sulfate. The solvent was evaporated under reduced pressure to give the title compound (1.1 g, 100%) as an oil. Reactants: OC(C(=O)OC)CNS(=O)(=O)C1=C(C=CC=C1)[N+](=O)[O-] (methyl 2-hydroxy-3-{[(2-nitrophenyl)sulfonyl]amino}propanoate), C([O-])([O-])=O.[Cs+].[Cs+] (cesium carbonate), CI (methyl iodide), CN(C=O)C (N,N-dimethylformamide). Conditions: time 8 hour. The product is OC(C(=O)OC)CN(S(=O)(=O)C1=C(C=CC=C1)[N+](=O)[O-])C (methyl 2-hydroxy-3-{methyl[(2-nitrophenyl)sulfonyl]amino}propanoate). Reaction SMILES: [OH:1][CH:2]([CH2:7][NH:8][S:9]([C:12]1[CH:17]=[CH:16][CH:15]=[CH:14][C:13]=1[N+:18]([O-:20])=[O:19])(=[O:11])=[O:10])[C:3]([O:5][CH3:6])=[O:4].[C:21](=O)([O-])[O-].[Cs+].[Cs+].CI.CN(C)C=O>O>[OH:1][CH:2]([CH2:7][N:8]([CH3:21])[S:9]([C:12]1[CH:17]=[CH:16][CH:15]=[CH:14][C:13]=1[N+:18]([O-:20])=[O:19])(=[O:10])=[O:11])[C:3]([O:5][CH3:6])=[O:4] |f:1.2.3|. Isolated yield 95.6%. Solvent: O (water).